Dataset: the Open Reaction Database (ORD), a public repository of structured organic reaction records. Task: describe an organic reaction: reactants, conditions, products, and yield Reactants: CC(C#C)(C)O (3-methyl-1-butyn-3-ol), C(C)OCCBr (2-bromoethyl ethyl ether). Product: C(C)OCCOC(C#C)(C)C (3-(2-ethoxyethoxy)-3-methyl-1-butyne). Isolated yield 63.8%. Reaction SMILES: [CH3:1][C:2]([OH:6])([CH3:5])[C:3]#[CH:4].[CH2:7]([O:9][CH2:10][CH2:11]Br)[CH3:8]>>[CH2:7]([O:9][CH2:10][CH2:11][O:6][C:2]([CH3:5])([CH3:1])[C:3]#[CH:4])[CH3:8]. Procedure details: In accordance with the procedure of the step 1 of Example 10, and using 34.5 g of 3-methyl-1-butyn-3-ol and 69.0 g of 2-bromoethyl ethyl ether, 40.9 g of 3-(2-ethoxyethoxy)-3-methyl-1-butyne was obtained.